Dataset: the Open Reaction Database (ORD), a public repository of structured organic reaction records. Task: describe an organic reaction: reactants, conditions, products, and yield Starting materials: CS(C)=O, Cc1nc(-c2ccc(C(F)(F)F)cc2)ccc1CCl, N#C[Na], O. Yields the product Cc1nc(-c2ccc(C(F)(F)F)cc2)ccc1CC#N. RXN SMILES: [CH3:24][S:25](=[O:26])[CH3:27].[Cl:1][CH2:2][c:3]1[c:4]([CH3:19])[n:5][c:6](-[c:9]2[cH:10][cH:11][c:12]([C:15]([F:16])([F:17])[F:18])[cH:13][cH:14]2)[cH:7][cH:8]1.[Na:20][C:21]#[N:22].[OH2:23]>>[CH2:2]([c:3]1[c:4]([CH3:19])[n:5][c:6](-[c:9]2[cH:10][cH:11][c:12]([C:15]([F:16])([F:17])[F:18])[cH:13][cH:14]2)[cH:7][cH:8]1)[C:21]#[N:22]. Starting materials: FC(C1=CC(=CC=C1)C#N)(F)F (alpha,alpha,alpha-trifluoro-m-toluonitrile), O (Water), C(CCC)[Li] (n-butyl lithium), BrC=1C=C(C=CC1)C(F)(F)F (3-bromobenzotrifluoride). The solvent is CCOCC (ether), CCOCC (ether), CCCCCC (hexane), CCOCC (ether). Conditions: temperature -78 celsius, time 45 minute. Product: FC(C=1C=C(C(=O)C2=CC(=CC=C2)C(F)(F)F)C=CC1)(F)F (3,3'-bis(trifluoromethyl)benzophenone). Reaction SMILES: C([Li])CCC.Br[C:7]1[CH:8]=[C:9]([C:13]([F:16])([F:15])[F:14])[CH:10]=[CH:11][CH:12]=1.[F:17][C:18]([F:28])([F:27])[C:19]1[CH:24]=[CH:23][CH:22]=[C:21]([C:25]#N)[CH:20]=1.[OH2:29]>CCCCCC.CCOCC>[F:17][C:18]([F:28])([F:27])[C:19]1[CH:20]=[C:21]([CH:22]=[CH:23][CH:24]=1)[C:25]([C:7]1[CH:12]=[CH:11][CH:10]=[C:9]([C:13]([F:16])([F:15])[F:14])[CH:8]=1)=[O:29]. Procedure: To a stirred solution of n-butyl lithium in hexane (1.6M; 100 mL) at -78° C. under argon, was added dropwise a solution of 3-bromobenzotrifluoride (36 g) in dry ether (75 mL) over 15 minutes. After the addition was complete, the solution was stirred at -78° C. for 45 minutes, then a solution of alpha,alpha,alpha-trifluoro-m-toluonitrile (25.7 g) in dry ether was added over 20 minutes. The deep red mixture was allowed to react at -78° C. for 30 minutes, then immediately after the cooling bath was... As a reaction SMILES: [CH3:1][O:2][C:3]([C:5]1[CH:6]([OH:10])[CH2:7][S:8][CH:9]=1)=[O:4].S(Cl)(Cl)(=O)=O>C(Cl)Cl>[CH3:1][O:2][C:3]([C:5]1[C:6]([OH:10])=[CH:7][S:8][CH:9]=1)=[O:4]. Isolated yield 77.0%. Reported procedure: 80 Parts of 3-hydroxy-dihydrothiophene-4-carboxylic acid methyl ester are dissolved in 800 parts by volume of methylene chloride. 74.3 parts of sulfuryl chloride in 200 parts by volume of methylene chloride are added in the course of one hour at from 10° to 15° C., whilst passing nitrogen into the mixture. The mixture is then stirred for 30 minutes at from 10° to 15° C., after which it is extracted by shaking with 500 parts of water and 300 parts by volume of a 5 percent strength by weight sodiu... Starting materials: COC(=O)C=1C(CSC1)O (3-hydroxy-dihydrothiophene-4-carboxylic acid methyl ester), S(=O)(=O)(Cl)Cl (sulfuryl chloride). Reaction conditions: time 30 minute. The product is COC(=O)C=1C(=CSC1)O (3-hydroxy-thiophene-4-carboxylic acid methyl ester). Run in C(Cl)Cl (methylene chloride), C(Cl)Cl (methylene chloride). Starting materials: ON=C1CC2CCC(C1)N2Cc1ccccc1, CCCCCO, Cl, [Na]. Product: NC1CC2CCC(C1)N2Cc1ccccc1. As a reaction SMILES: [CH2:1]([c:2]1[cH:3][cH:4][cH:5][cH:6][cH:7]1)[N:8]1[CH:9]2[CH2:10][C:11](=[N:16][OH:17])[CH2:12][CH:13]1[CH2:14][CH2:15]2.[CH2:20]([OH:21])[CH2:22][CH2:23][CH2:24][CH3:25].[ClH:19].[Na:18]>>[CH2:1]([c:2]1[cH:3][cH:4][cH:5][cH:6][cH:7]1)[N:8]1[CH:9]2[CH2:10][CH:11]([NH2:16])[CH2:12][CH:13]1[CH2:14][CH2:15]2. Starting materials: ClC1=C(C=CC2=CC=CC=C12)OC (1-chloro-2-methoxy-naphthalene), C(CC)(=O)Cl (propionyl chloride), [Cl-].[Al+3].[Cl-].[Cl-] (aluminum chloride). Run in C(Cl)Cl (methylene chloride). Product: ClC1=C2C=CC(=CC2=CC=C1OC)C(CC)=O (1-(5-chloro-6-methoxy-2-naphthyl)-1-propanone). RXN SMILES: [Cl:1][C:2]1[C:11]2[C:6](=[CH:7][CH:8]=[CH:9][CH:10]=2)[CH:5]=[CH:4][C:3]=1[O:12][CH3:13].[C:14](Cl)(=[O:17])[CH2:15][CH3:16].[Cl-].[Al+3].[Cl-].[Cl-]>C(Cl)Cl>[Cl:1][C:2]1[C:3]([O:12][CH3:13])=[CH:4][CH:5]=[C:6]2[C:11]=1[CH:10]=[CH:9][C:8]([C:14](=[O:17])[CH2:15][CH3:16])=[CH:7]2 |f:2.3.4.5|. Procedure details: reacting under Friedel-Crafts conditions 1-chloro-2-methoxy-naphthalene with propionyl chloride in methylene chloride at a temperature of from about 0° C. to ambient temperature in the presence of aluminum chloride to form 1-(5-chloro-6-methoxy-2-naphthyl)-1-propanone,